From a dataset of the Open Reaction Database (ORD), a public repository of structured organic reaction records. describe an organic reaction: reactants, conditions, products, and yield Product: BrC=1C=CC(=NC1)N[C@@H]1CC[C@H](CC1)C(=O)O (trans-4-[(5-bromopyridin-2-yl)amino]cyclohexanecarboxylic acid). Run at temperature 130 celsius. RXN SMILES: Cl.[NH2:2][C@H:3]1[CH2:8][CH2:7][C@H:6]([C:9]([OH:11])=[O:10])[CH2:5][CH2:4]1.[Br:12][C:13]1[CH:14]=[CH:15][C:16](F)=[N:17][CH:18]=1.C(=O)([O-])[O-].[K+].[K+].CCN(C(C)C)C(C)C>CN1C(=O)CCC1>[Br:12][C:13]1[CH:14]=[CH:15][C:16]([NH:2][C@H:3]2[CH2:8][CH2:7][C@H:6]([C:9]([OH:11])=[O:10])[CH2:5][CH2:4]2)=[N:17][CH:18]=1 |f:0.1,3.4.5|. Solvent: CN1CCCC1=O (NMP). Procedure details: A mixture of trans-4-aminocyclohexanecarboxylic acid hydrochloride (2.00 g, 11.1 mmol), 5-bromo-2-fluoropyridine (2.29 mL, 22.3 mmol), potassium carbonate (3.08 g, 22.3 mmol), DIEA (3.89 mL, 22.3 mmol) in NMP (50 mL) was heated to 130° C. overnight. The reaction was cooled to room temperature, filtered through a pad of CELITE, and washed with NMP (50 mL). The reaction mixture was concentrated under reduced pressure. The residue was purified by silica gel chromatography (CH2Cl2/MeOH, 0-10%) to af... Starting materials: Cl.N[C@@H]1CC[C@H](CC1)C(=O)O (trans-4-aminocyclohexanecarboxylic acid hydrochloride), BrC=1C=CC(=NC1)F (5-bromo-2-fluoropyridine), C([O-])([O-])=O.[K+].[K+] (potassium carbonate), CCN(C(C)C)C(C)C (DIEA).